This data is from the Open Reaction Database (ORD), a public repository of structured organic reaction records. The task is: describe an organic reaction: reactants, conditions, products, and yield The reactants are CC#N, Cl, O=c1ccccn1C1CCC2(CC1)OCCO2. As a reaction SMILES: [CH3:19][C:20]#[N:21].[ClH:18].[O:1]1[CH2:3][CH2:2][O:4][C:5]12[CH2:6][CH2:7][CH:8]([n:11]1[c:12](=[O:17])[cH:13][cH:14][cH:15][cH:16]1)[CH2:9][CH2:10]2>>[O:4]=[C:5]1[CH2:6][CH2:7][CH:8]([n:11]2[c:12](=[O:17])[cH:13][cH:14][cH:15][cH:16]2)[CH2:9][CH2:10]1. The product is O=C1CCC(n2ccccc2=O)CC1. Starting materials: CNC(OCC1=NC(=CC=C1)Br)=O ((6-bromopyridin-2-yl)methyl methylcarbamate), NC=1SC(=CC1C(=O)N)C1=C(C=C(C=C1F)C(C)(C)O)F (2-amino-5-[2,6-difluoro-4-(1-hydroxy-1-methylethyl)phenyl]thiophene-3-carboxamide). Yields the product CNC(OCC1=NC(=CC=C1)NC=1SC(=CC1C(=O)N)C1=C(C=C(C=C1F)C(C)(C)O)F)=O ([6-({3-(Aminocarbonyl)-5-[2,6-difluoro-4-(1-hydroxy-1-methylethyl)phenyl]-2-thienyl}amino)pyridin-2-yl]methyl methylcarbamate). RXN SMILES: [CH3:1][NH:2][C:3](=[O:13])[O:4][CH2:5][C:6]1[CH:11]=[CH:10][CH:9]=[C:8](Br)[N:7]=1.[NH2:14][C:15]1[S:16][C:17]([C:23]2[C:28]([F:29])=[CH:27][C:26]([C:30]([OH:33])([CH3:32])[CH3:31])=[CH:25][C:24]=2[F:34])=[CH:18][C:19]=1[C:20]([NH2:22])=[O:21]>>[CH3:1][NH:2][C:3](=[O:13])[O:4][CH2:5][C:6]1[CH:11]=[CH:10][CH:9]=[C:8]([NH:14][C:15]2[S:16][C:17]([C:23]3[C:24]([F:34])=[CH:25][C:26]([C:30]([OH:33])([CH3:31])[CH3:32])=[CH:27][C:28]=3[F:29])=[CH:18][C:19]=2[C:20]([NH2:22])=[O:21])[N:7]=1. Reported procedure: The title compound was prepared according to the general procedure in Example 1 using (6-bromopyridin-2-yl)methyl methylcarbamate (149 mg, 0.61 mmol) and 2-amino-5-[2,6-difluoro-4-(1-hydroxy-1-methylethyl)phenyl]thiophene-3-carboxamide (200 mg, 0.64 mmol) as the starting materials. Starting materials: [AlH4-].[Li+] (lithium tetrahydroaluminate), N[C@@H]1[C@@H](CC2=CC=CC=C12)C(=O)N(C)C (rel-(1R,2R)-1-amino-N,N-dimethylindane-2-carboxamide). Run in C1CCOC1 (THF), C1CCOC1 (THF). Reaction conditions: temperature 60 celsius, time 1 hour. Yields the product CN(C)C[C@H]1[C@H](C2=CC=CC=C2C1)N (rel-(1R,2S)-2-[(dimethylamino)methyl]indan-1-amine). Isolated yield 85.3%. Reaction SMILES: [AlH4-].[Li+].[NH2:3][C@H:4]1[C:12]2[C:7](=[CH:8][CH:9]=[CH:10][CH:11]=2)[CH2:6][C@H:5]1[C:13]([N:15]([CH3:17])[CH3:16])=O>C1COCC1>[CH3:17][N:15]([CH2:13][C@@H:5]1[CH2:6][C:7]2[C:12](=[CH:11][CH:10]=[CH:9][CH:8]=2)[C@@H:4]1[NH2:3])[CH3:16] |f:0.1|. Procedure details: To a stirred suspension of lithium tetrahydroaluminate (256 mg, 6.74 mmol) in THF (20.0 mL) was added a solution of rel-(1R,2R)-1-amino-N,N-dimethylindane-2-carboxamide (580 mg, 2.70 mmol) in THF (10.0 mL) at 0° C. under an atmosphere of Argon, and then the mixture was stirred for 1 h at 60° C. following by stirring for 14 h at 23° C. The reaction mixture was quenched by addition of water and 1.00 M NaOH (5.00 mL), and the resulting mixture was stirred for 2 h. This suspension was filtered throu... Starting materials: ClC1=CC=2C(C3N(CC2C=C1)C(CC3)=O)=O (8-chloro-1,10a-dihydropyrrolo[1,2-b]isoquinoline-3,10[2H,5H]-dione), 7-chloro, O.O.O.C(C)(=O)[O-].[Na+] (sodium acetate trihydrate), Cl.NO (hydroxylamine hydrochloride). Solvent: C(C)O (ethanol), O (water), O (water). The product is ClC1=CC=2C(C3N(CC2C=C1)C(CC3)=NO)=O (8-Chloro-1,10a-dihydropyrrolo[1,2-b]isoquinoline-3,10[2H,5H]-dione oxime). The yield is 81.4%. RXN SMILES: [Cl:1][C:2]1[CH:11]=[CH:10][C:9]2[CH2:8][N:7]3[C:12](=O)[CH2:13][CH2:14][CH:6]3[C:5](=[O:16])[C:4]=2[CH:3]=1.[OH2:17].O.O.C([O-])(=O)C.[Na+].Cl.[NH2:26]O>C(O)C.O>[Cl:1][C:2]1[CH:11]=[CH:10][C:9]2[CH2:8][N:7]3[C:12](=[N:26][OH:17])[CH2:13][CH2:14][CH:6]3[C:5](=[O:16])[C:4]=2[CH:3]=1 |f:1.2.3.4.5,6.7|. Reported procedure: A stirred suspension of 12.65 g of 8-chloro-1,10a-dihydropyrrolo[1,2-b]isoquinoline-3,10[2H,5H]-dione (prepared in substantially the same manner as the 7-chloro compound in Example 12, m.p. 130°-136° C.) in 95% ethanol (85 ml) was treated with a premixed solution prepared from sodium acetate trihydrate (14.56 g) in water (48 ml) and hydroxylamine hydrochloride (7.44 g) in water (48 ml). The stirred suspension was heated to reflux, during which a solution formed followed by separation of a crysta... The reactants are CCO, O=C1Nc2ccccc2C(c2ccccc2)N1C1CCN(Cc2cccc([N+](=O)[O-])c2)CC1. The product is Nc1cccc(CN2CCC(N3C(=O)Nc4ccccc4C3c3ccccc3)CC2)c1. RXN SMILES: [CH3:34][CH2:35][OH:36].[N+:1]([O-:2])(=[O:3])[c:4]1[cH:5][c:6]([CH2:7][N:8]2[CH2:9][CH2:10][CH:11]([N:14]3[C:15](=[O:30])[NH:16][c:17]4[cH:18][cH:19][cH:20][cH:21][c:22]4[CH:23]3[c:24]3[cH:25][cH:26][cH:27][cH:28][cH:29]3)[CH2:12][CH2:13]2)[cH:31][cH:32][cH:33]1>>[NH2:1][c:4]1[cH:5][c:6]([CH2:7][N:8]2[CH2:9][CH2:10][CH:11]([N:14]3[C:15](=[O:30])[NH:16][c:17]4[cH:18][cH:19][cH:20][cH:21][c:22]4[CH:23]3[c:24]3[cH:25][cH:26][cH:27][cH:28][cH:29]3)[CH2:12][CH2:13]2)[cH:31][cH:32][cH:33]1. Reaction conditions: time 11 hour. The reactants are C(C)(C)(C)OC(=O)NC[C@@H]1CC[C@H](CC1)C=O (trans-4-(N-tert-butoxycarbonylaminomethyl)cyclohexane carboxaldehyde), C([O-])(O)=O.[Na+] (sodium bicarbonate), FC(C(=O)O)(F)F.ClC=1C=C2C=CC(=CC2=CC1)S(=O)(=O)N1CCNCC1 (1-[(6-chloronaphthalen-2-yl)sulfonyl]piperazine trifluoroacetate), C(C)(=O)O[BH-](OC(C)=O)OC(C)=O.[Na+] (sodium triacetoxyborohydride). Run in ClCCl (dichloromethane), C(C)N(CC)CC (triethylamine), ClCCl (dichloromethane). As a reaction SMILES: [C:1]([O:5][C:6]([NH:8][CH2:9][C@H:10]1[CH2:15][CH2:14][C@H:13]([CH:16]=O)[CH2:12][CH2:11]1)=[O:7])([CH3:4])([CH3:3])[CH3:2].FC(F)(F)C(O)=O.[Cl:25][C:26]1[CH:27]=[C:28]2[C:33](=[CH:34][CH:35]=1)[CH:32]=[C:31]([S:36]([N:39]1[CH2:44][CH2:43][NH:42][CH2:41][CH2:40]1)(=[O:38])=[O:37])[CH:30]=[CH:29]2.C(O[BH-](OC(=O)C)OC(=O)C)(=O)C.[Na+].C(=O)(O)[O-].[Na+]>ClCCl.C(N(CC)CC)C>[C:1]([O:5][C:6]([NH:8][CH2:9][C@H:10]1[CH2:15][CH2:14][C@H:13]([CH2:16][N:42]2[CH2:41][CH2:40][N:39]([S:36]([C:31]3[CH:30]=[CH:29][C:28]4[C:33](=[CH:34][CH:35]=[C:26]([Cl:25])[CH:27]=4)[CH:32]=3)(=[O:38])=[O:37])[CH2:44][CH2:43]2)[CH2:12][CH2:11]1)=[O:7])([CH3:4])([CH3:3])[CH3:2] |f:1.2,3.4,5.6|. Yields the product C(C)(C)(C)OC(=O)NC[C@@H]1CC[C@H](CC1)CN1CCN(CC1)S(=O)(=O)C1=CC2=CC=C(C=C2C=C1)Cl (1-[trans-4-(N-tert-Butoxycarbonylaminomethyl)cyclohexylmethyl]-4-[(6-chloronaphthalen-2-yl)sulfonyl]piperazine). Procedure details: In dichloromethane (7 ml), trans-4-(N-tert-butoxycarbonylaminomethyl)cyclohexane carboxaldehyde (0.13 g) was dissolved, followed by the addition of 1-[(6-chloronaphthalen-2-yl)sulfonyl]piperazine trifluoroacetate (0.24 g), triethylamine (78 μl) and sodium triacetoxyborohydride (0.17 g). The resulting mixture was stirred at room temperature for 11 hours under an argon gas atmosphere. To the reaction mixture, an aqueous solution of sodium bicarbonate was added, followed by dilution with dichlorome... Starting materials: O=C([O-])O, C1CCOC1, O=C1C2CC2(C(=O)O)C(=O)N1c1ccc(-n2ccccc2=O)cc1F, Nc1ccc(Cl)cc1, [Na+]. The product is O=C(Nc1ccc(Cl)cc1)C1CC1(C(=O)O)C(=O)Nc1ccc(-n2ccccc2=O)cc1F. RXN SMILES: [C:34](=[O:35])([OH:36])[O-:37].[CH2:39]1[O:40][CH2:41][CH2:42][CH2:43]1.[F:9][c:10]1[c:11]([N:23]2[C:24](=[O:33])[C:25]3([C:30](=[O:31])[OH:32])[CH2:26][CH:27]3[C:28]2=[O:29])[cH:12][cH:13][c:14](-[n:16]2[c:17](=[O:22])[cH:18][cH:19][cH:20][cH:21]2)[cH:15]1.[NH2:1][c:2]1[cH:3][cH:4][c:5]([Cl:6])[cH:7][cH:8]1.[Na+:38]>>[NH:1]([c:2]1[cH:3][cH:4][c:5]([Cl:6])[cH:7][cH:8]1)[C:28]([CH:27]1[C:25]([C:24]([NH:23][c:11]2[c:10]([F:9])[cH:15][c:14](-[n:16]3[c:17](=[O:22])[cH:18][cH:19][cH:20][cH:21]3)[cH:13][cH:12]2)=[O:33])([C:30](=[O:31])[OH:32])[CH2:26]1)=[O:29]. Starting materials: ClC1=NC(=NC=C1C(F)(F)F)NC1=C(C=C(CP(OCC)(OCC)=O)C=C1)OC (diethyl (4-{[4-chloro-5-(trifluoromethyl)pyrimidin-2-yl]amino}-3-methoxybenzyl)phosphonate), ClC1=NC(=NC=C1C(F)(F)F)NC1=C(C=C(CP(OCC)(OCC)=O)C=C1)OC (diethyl (4-{[4-chloro-5-(trifluoromethyl)pyrimidin-2-yl]amino}-3-methoxybenzyl)phosphonate), NC=1C=CC(=C2CN(C(C12)=O)C)C=1C=NN(C1)CCCO (7-amino-4-[1-(3-hydroxypropyl)-1H-pyrazol-4-yl]-2-methyl-2,3-dihydro-1H-isoindol-1-one), NC=1C=CC(=C2CN(C(C12)=O)C)C=1C=NN(C1)CCCO (7-amino-4-[1-(3-hydroxypropyl)-1H-pyrazol-4-yl]-2-methyl-2,3-dihydro-1H-isoindol-1-one), C(=O)(C(F)(F)F)O (TFA). Conditions: temperature 0 celsius. Yields the product OCCCN1N=CC(=C1)C=1C=CC(=C2C(N(CC12)C)=O)NC1=NC(=NC=C1C(F)(F)F)NC1=C(C=C(CP(OCC)(OCC)=O)C=C1)OC (Diethyl (4-{[4-({7-[1-(3-hydroxypropyl)-1H-pyrazol-4-yl]-2-methyl-3-oxo-2,3-dihydro-1H-isoindol-4-yl}amino)-5-(trifluoromethyl)pyrimidin-2-yl]amino}-3-methoxybenzyl)phosphonate), white solid. Reaction SMILES: Cl[C:2]1[C:7]([C:8]([F:11])([F:10])[F:9])=[CH:6][N:5]=[C:4]([NH:12][C:13]2[CH:27]=[CH:26][C:16]([CH2:17][P:18](=[O:25])([O:22][CH2:23][CH3:24])[O:19][CH2:20][CH3:21])=[CH:15][C:14]=2[O:28][CH3:29])[N:3]=1.[NH2:30][C:31]1[CH:32]=[CH:33][C:34]([C:42]2[CH:43]=[N:44][N:45]([CH2:47][CH2:48][CH2:49][OH:50])[CH:46]=2)=[C:35]2[C:39]=1[C:38](=[O:40])[N:37]([CH3:41])[CH2:36]2.C(O)(C(F)(F)F)=O>>[OH:50][CH2:49][CH2:48][CH2:47][N:45]1[CH:46]=[C:42]([C:34]2[CH:33]=[CH:32][C:31]([NH:30][C:2]3[C:7]([C:8]([F:10])([F:11])[F:9])=[CH:6][N:5]=[C:4]([NH:12][C:13]4[CH:27]=[CH:26][C:16]([CH2:17][P:18](=[O:25])([O:22][CH2:23][CH3:24])[O:19][CH2:20][CH3:21])=[CH:15][C:14]=4[O:28][CH3:29])[N:3]=3)=[C:39]3[C:35]=2[CH2:36][N:37]([CH3:41])[C:38]3=[O:40])[CH:43]=[N:44]1. Procedure details: A solution of diethyl (4-{[4-chloro-5-(trifluoromethyl)pyrimidin-2-yl]amino}-3-methoxybenzyl)phosphonate (Compound 1E, 897 mg, 1.98 mmol) and 7-amino-4-[1-(3-hydroxypropyl)-1H-pyrazol-4-yl]-2-methyl-2,3-dihydro-1H-isoindol-1-one (Compound 1C, 634 mg, 2.21 mmol) in TFE (12 mL) was charged with TFA (654 mg, 5.74 mmol) and irradiated in a microwave reactor for 1 h at 105° C. The reaction mixture was transferred to a round bottom flask and concentrated in vacuo. The residue, dissolved in MeOH and co... Reported procedure: The title compound was prepared according to the procedure of Example 305C substituting the product of Example 306B for the product of Example 305B (39 mg, 42%). Yields the product C1(CCCCC1)NN1C(C(=C(C2=CC=CC=C12)O)C1=NS(C2=C(N1)C=CC(=C2)O)(=O)=O)=O (1-(cyclohexylamino)-4-hydroxy-3-(7-hydroxy-1,1-dioxido-4H-1,2,4-benzothiadiazin-3-yl)quinolin-2(1H)-one). RXN SMILES: C([O:8][C:9]1[CH:39]=[CH:38][C:12]2[NH:13][C:14]([C:19]3[C:20](=[O:37])[N:21]([NH:30][CH:31]4[CH2:36][CH2:35][CH2:34][CH2:33][CH2:32]4)[C:22]4[C:27]([C:28]=3[OH:29])=[CH:26][CH:25]=[CH:24][CH:23]=4)=[N:15][S:16](=[O:18])(=[O:17])[C:11]=2[CH:10]=1)C1C=CC=CC=1.C(OC1C=CC2NC(C3C(=O)N(NC4CCCC4)C4C(C=3O)=CC=CC=4)=NS(=O)(=O)C=2C=1)C1C=CC=CC=1>>[CH:31]1([NH:30][N:21]2[C:22]3[C:27](=[CH:26][CH:25]=[CH:24][CH:23]=3)[C:28]([OH:29])=[C:19]([C:14]3[NH:13][C:12]4[CH:38]=[CH:39][C:9]([OH:8])=[CH:10][C:11]=4[S:16](=[O:17])(=[O:18])[N:15]=3)[C:20]2=[O:37])[CH2:32][CH2:33][CH2:34][CH2:35][CH2:36]1. Starting materials: C(C1=CC=CC=C1)OC1=CC2=C(NC(=NS2(=O)=O)C=2C(N(C3=CC=CC=C3C2O)NC2CCCCC2)=O)C=C1 (3-[7-(benzyloxy)-1,1-dioxido-4H-1,2,4-benzothiadiazin-3-yl]-1-(cyclohexylamino)-4-hydroxyquinolin-2(1H)-one), C(C1=CC=CC=C1)OC1=CC2=C(NC(=NS2(=O)=O)C=2C(N(C3=CC=CC=C3C2O)NC2CCCC2)=O)C=C1 (3-[7-(benzyloxy)-1,1-dioxido-4H-1,2,4-benzothiadiazin-3-yl]-1-(cyclopentylamino)-4-hydroxyquinolin-2(1H)-one).